Dataset: the Open Reaction Database (ORD), a public repository of structured organic reaction records. Task: describe an organic reaction: reactants, conditions, products, and yield Starting materials: [Br-], C1CCOC1, CC[Mg+], CCOCC, COc1cccc(C#N)c1, [Cl-], [NH4+], O. Product: CCC(=O)c1cccc(OC)c1. As a reaction SMILES: [Br-:1].[CH2:15]1[CH2:18][CH2:17][CH2:16][O:19]1.[CH2:2]([CH3:3])[Mg+:4].[CH3:22][CH2:23][O:24][CH2:25][CH3:26].[CH3:5][O:6][c:7]1[cH:8][c:9]([C:10]#[N:11])[cH:12][cH:13][cH:14]1.[Cl-:20].[NH4+:21].[OH2:27]>>[CH2:2]([CH3:3])[C:10]([c:9]1[cH:8][c:7]([O:6][CH3:5])[cH:14][cH:13][cH:12]1)=[O:19]. Starting materials: Clc1nccc2cc[nH]c12, [H-], CCI, N#N, [Na+], CN(C)C=O. Product: CCn1ccc2ccnc(Cl)c21. Reaction SMILES: [Cl:1][c:2]1[n:3][cH:4][cH:5][c:6]2[c:7]1[nH:8][cH:9][cH:10]2.[H-:12].[I:15][CH2:16][CH3:17].[N:13]#[N:14].[Na+:11].[O:18]=[CH:19][N:20]([CH3:21])[CH3:22]>>[Cl:1][c:2]1[n:3][cH:4][cH:5][c:6]2[c:7]1[n:8]([CH2:16][CH3:17])[cH:9][cH:10]2. The reactants are [OH-].[Na+] (sodium hydroxide), ClC1=CC(=C(C=C1)C1=NC(=NC(=C1C(C(=O)OC)CCC)C)C1=CC=CC=C1)OC (methyl 2-(4-(4-chloro-2-methoxyphenyl)-6-methyl-2-phenylpyrimidin-5-yl)pentanoate). Solvent: CO (methanol). Reaction conditions: temperature 60 celsius. The product is C(C1=CC=CC=C1)C1=NC(=NC(=C1C(C(=O)O)CCC)C)C1=CC=CC=C1 (2-(4-benzyl-6-methyl-2-phenylpyrimidin-5-yl)pentanoic acid). Isolated yield 170.4%. As a reaction SMILES: [OH-].[Na+].ClC1C=CC([C:10]2[C:15]([CH:16]([CH2:21][CH2:22][CH3:23])[C:17]([O:19]C)=[O:18])=[C:14]([CH3:24])[N:13]=[C:12]([C:25]3[CH:30]=[CH:29][CH:28]=[CH:27][CH:26]=3)[N:11]=2)=C(OC)C=1>CO>[CH2:12]([C:10]1[C:15]([CH:16]([CH2:21][CH2:22][CH3:23])[C:17]([OH:19])=[O:18])=[C:14]([CH3:24])[N:13]=[C:12]([C:25]2[CH:26]=[CH:27][CH:28]=[CH:29][CH:30]=2)[N:11]=1)[C:25]1[CH:30]=[CH:29][CH:28]=[CH:27][CH:26]=1 |f:0.1|. Procedure details: A solution of sodium hydroxide 10N (0.300 mL; 3.0 mmol) was added to a mixture of methyl 2-(4-(4-chloro-2-methoxyphenyl)-6-methyl-2-phenylpyrimidin-5-yl)pentanoate (0.095 g; 0.254 mmol) in methanol (3 mL). The mixture was heated at 60° C. in a sealed tube for 18 h and then concentrated under reduced pressure. The residue was dissolved in water and the pH of the solution was adjusted between 2 and 3 by addition of a solution of hydrochloric acid 6N until a precipitate formed. The precipitate was ...